This data is from the Open Reaction Database (ORD), a public repository of structured organic reaction records. The task is: describe an organic reaction: reactants, conditions, products, and yield The reactants are CN(C)C=O, O=C1CC(=O)C2CCC1C2, Cl, O=C=Nc1cccc(C(F)(F)F)c1, [H-], [Na+], O. The product is O=C(Nc1cccc(C(F)(F)F)c1)C1C(=O)C2CCC(C2)C1=O. Reaction SMILES: [CH3:27][N:28]([CH3:29])[CH:30]=[O:31].[CH:1]12[C:2](=[O:10])[CH2:3][C:4](=[O:9])[CH:5]([CH2:6][CH2:7]1)[CH2:8]2.[ClH:26].[F:11][C:12]([c:13]1[cH:14][c:15]([N:19]=[C:20]=[O:21])[cH:16][cH:17][cH:18]1)([F:22])[F:23].[H-:24].[Na+:25].[OH2:32]>>[CH:1]12[C:2](=[O:10])[CH:3]([C:20]([NH:19][c:15]3[cH:14][c:13]([C:12]([F:11])([F:22])[F:23])[cH:18][cH:17][cH:16]3)=[O:21])[C:4](=[O:9])[CH:5]([CH2:6][CH2:7]1)[CH2:8]2. Starting materials: CN1CCC2=C(CC1)C(=CC=C2SC2=CC=CC=C2)[N+](=O)[O-] (3-methyl-9-nitro-6-phenylthio-2,3,4,5-tetrahydro-1H-3-benzazepine), S(=O)([O-])S(=O)[O-].[Na+].[Na+] (sodium hydrosulfite), C(C)O (ethanol), S(=O)([O-])S(=O)[O-].[Na+].[Na+] (sodium hydrosulfite). Run in O (water). Conditions: time 30 hour. Reaction SMILES: [CH3:1][N:2]1[CH2:8][CH2:7][C:6]2[C:9]([N+:20]([O-])=O)=[CH:10][CH:11]=[C:12]([S:13][C:14]3[CH:19]=[CH:18][CH:17]=[CH:16][CH:15]=3)[C:5]=2[CH2:4][CH2:3]1.C(O)C.S(S([O-])=O)([O-])=O.[Na+].[Na+]>O>[NH2:20][C:9]1[C:6]2[CH2:7][CH2:8][N:2]([CH3:1])[CH2:3][CH2:4][C:5]=2[C:12]([S:13][C:14]2[CH:15]=[CH:16][CH:17]=[CH:18][CH:19]=2)=[CH:11][CH:10]=1 |f:2.3.4|. Yields the product NC1=CC=C(C2=C1CCN(CC2)C)SC2=CC=CC=C2 (9-amino-3-methyl-6-phenylthio-2,3,4,5-tetrahydro-1H-3-benzazepine). Reported procedure: To a solution of 15.7 g. (0.05 mole) of 3-methyl-9-nitro-6-phenylthio-2,3,4,5-tetrahydro-1H-3-benzazepine in 350 ml. of ethanol and 125 ml. of water is added, in portions, 35 g. (0.2 mole) of sodium hydrosulfite. The mixture is stirred and refluxed for 16 hours, then an additional 52 g. (0.3 mole) of sodium hydrosulfite is added and refluxing is continued for 30 hours, allowing about one-half of the solvent to distill from the reaction during the last hour. The mixture is cooled, diluted with wa... Reactants: CS(=O)(=O)OCC(C)N1C2=CC=C(C=C2SC=2C=CC(=CC12)C#N)Cl ((2RS)-2-(7-chloro-2-cyano-10-phenothiazinyl)propyl methanesulphonate), C(C)N (ethylamine). Solvent: O (water). Run at time 17 hour. Yields the product ClC=1C=C2SC=3C=CC(=CC3N(C2=CC1)C(CNCC)C)C#N (7-chloro-10-[ (2RS)-1-ethylamino-2-propyl]-2-phenothiazinecarbonitrile). Reaction SMILES: CS(O[CH2:6][CH:7]([N:9]1[C:22]2[CH:21]=[C:20]([C:23]#[N:24])[CH:19]=[CH:18][C:17]=2[S:16][C:15]2[C:10]1=[CH:11][CH:12]=[C:13]([Cl:25])[CH:14]=2)[CH3:8])(=O)=O.[CH2:26]([NH2:28])[CH3:27]>O>[Cl:25][C:13]1[CH:14]=[C:15]2[C:10](=[CH:11][CH:12]=1)[N:9]([CH:7]([CH3:8])[CH2:6][NH:28][CH2:26][CH3:27])[C:22]1[CH:21]=[C:20]([C:23]#[N:24])[CH:19]=[CH:18][C:17]=1[S:16]2. Procedure details: A mixture of 7-chloro-10-[(2RS)-1-diethylamino-2-propyl]-2-phenothiazinecarbonitrile (55.1 g) and triethylamine (10.4 cc) in anhydrous pyridine (350 cc) is saturated by bubbling hydrogen sulphide in for 5 hours at 25° C. The clear solution obtained is kept stirred for 12 hours at 25° C., and the mixture is then outgassed by bubbling nitrogen through for 90 minutes. The reaction mixture is then diluted with ethyl acetate (1000 cc) and washed with distilled water (5×1000 cc). The organic phase is ...